From a dataset of the Open Reaction Database (ORD), a public repository of structured organic reaction records. describe an organic reaction: reactants, conditions, products, and yield Conditions: time 30 minute. Yields the product C(C1=CC=CC=C1)OC([C@H](CC(C)C)N(CCC(C)C)C)=O ((S)-4-methyl-2-[methyl-(3-methyl-butyl)-amino]-pentanoic acid benzyl ester). Procedure: Step 1: Method A of the synthesis of (S)-4-Methyl-2-[methyl-(3-methyl-butyl)-amino]-pentanoic acid (IIb) ##STR36## Step i: N-Methyl-O-benizyl-L-leucine p-tosylate salt (4.01 g, 9.84 mmol) was dissolved in CH2Cl2 (50 mL) and treated with isovaleraldehyde (1.06 mL, 9.84 mmol). The reaction was stirred at room temperature for 30 minutes and then cooled to 0° C. Sodium triacetoxyborohydride (3.13 g, 14.8 mmol) was added, and the reaction was allowed to warm to room temperature and stir overnight. Th... Solvent: C(Cl)Cl (CH2Cl2), C(Cl)Cl (CH2Cl2). RXN SMILES: [CH3:1][CH:2]([CH3:15])[CH2:3][C@H:4]([N:8]([CH3:14])[CH2:9][CH2:10][CH:11]([CH3:13])[CH3:12])[C:5]([OH:7])=[O:6].[CH:16](=O)[CH2:17][CH:18]([CH3:20])[CH3:19].[C:22](O[BH-](OC(=O)C)OC(=O)C)(=O)[CH3:23].[Na+]>C(Cl)Cl>[CH2:19]([O:6][C:5](=[O:7])[C@@H:4]([N:8]([CH3:14])[CH2:9][CH2:10][CH:11]([CH3:13])[CH3:12])[CH2:3][CH:2]([CH3:15])[CH3:1])[C:18]1[CH:20]=[CH:23][CH:22]=[CH:16][CH:17]=1 |f:2.3|. Yield: 90.0%. The reactants are CC(C[C@@H](C(=O)O)N(CCC(C)C)C)C ((S)-4-Methyl-2-[methyl-(3-methyl-butyl)-amino]-pentanoic acid), N-Methyl-O-benizyl-L-leucine p-tosylate salt, C(C)(=O)O[BH-](OC(C)=O)OC(C)=O.[Na+] (Sodium triacetoxyborohydride), C(CC(C)C)=O (isovaleraldehyde). Starting materials: COC(C1=CC(=CC=C1)C1=CN=NC=C1)=O (3-pyridazin-4-yl-benzoic acid methyl ester), C(C=O)(=O)O (glyoxylic acid), C1(=CC(=CC=C1)CC=O)C (m-tolyl-acetaldehyde), ii. Run in C(CCC)O (BuOH). The product is C(C)(C)(C)OC(CC(C1=CC(=CC=C1)C1=CN=NC=C1)=O)=O (3-Oxo-3-(3-pyridazin-4-yl-phenyl)-propionic acid tert-butyl ester), OC1C(=CC(O1)=O)C=1C=C(C=CC1)C (5-hydroxy-4-(m-tolyl)-2(5H)-furanone), O.NN (hydrazine hydrate). Reaction SMILES: C[O:2][C:3](=[O:16])[C:4]1[CH:9]=[CH:8][CH:7]=[C:6]([C:10]2[CH:15]=[CH:14][N:13]=[N:12][CH:11]=2)[CH:5]=1.[C:17]([OH:21])(=[O:20])[CH:18]=[O:19].[C:22]1([CH3:31])[CH:27]=[CH:26][CH:25]=[C:24]([CH2:28][CH:29]=[O:30])[CH:23]=1>C(O)CCC>[C:22]([O:21][C:17](=[O:20])[CH2:18][C:3](=[O:16])[C:4]1[CH:9]=[CH:8][CH:7]=[C:6]([C:10]2[CH:15]=[CH:14][N:13]=[N:12][CH:11]=2)[CH:5]=1)([CH3:31])([CH3:27])[CH3:23].[OH:30][CH:29]1[O:16][C:3](=[O:2])[CH:4]=[C:28]1[C:24]1[CH:23]=[C:22]([CH3:31])[CH:27]=[CH:26][CH:25]=1.[OH2:19].[NH2:12][NH2:13] |f:6.7|. Procedure: The title compound was prepared from 3-pyridazin-4-yl-benzoic acid methyl ester [prepared by the following sequence: i.) An equimolar mixture of glyoxylic acid and m-tolyl-acetaldehyde [CAS-No. 72927-80-1] was heated to 135° C. for 17 h. ii.) The obtained crude 5-hydroxy-4-(m-tolyl)-2(5H)-furanone and hydrazine hydrate in BuOH were refluxed for 18 h according to J. Med. Chem. 1987, 30, 239. iii.) The obtained 5-m-tolyl-2H-pyridazin-3-one was heated with excess phosphorous oxychloride to 95° C. f... Reactants: C(CCC)N1C(C(C2=CC=CC=C12)(CC(C1=NC=CC=C1)=O)O)=O (1-butyl-3-hydroxy-3-(2-oxo-2-(pyridin-2-yl)ethyl)indolin-2-one), C(CC(C)C)N1C(C(C2=CC(=CC=C12)C)=O)=O (1-isopentyl-5-methylindoline-2,3-dione), N1C=C(C2=CC=CC=C12)C(C)=O (1-(1H-indol-3-yl)ethanone). The product is N1C=C(C2=CC=CC=C12)C(CC1(C(N(C2=CC=C(C=C12)C)CCC(C)C)=O)O)=O (3-(2-(1H-indol-3-yl)-2-oxoethyl)-3-hydroxy-1-isopentyl-5-methylindolin-2-one). As a reaction SMILES: C(N1C2C(=CC=CC=2)C(O)(CC(=O)C2C=CC=CN=2)C1=O)CCC.[CH2:25]([N:30]1[C:38]2[C:33](=[CH:34][C:35]([CH3:39])=[CH:36][CH:37]=2)[C:32](=[O:40])[C:31]1=[O:41])[CH2:26][CH:27]([CH3:29])[CH3:28].[NH:42]1[C:50]2[C:45](=[CH:46][CH:47]=[CH:48][CH:49]=2)[C:44]([C:51](=[O:53])[CH3:52])=[CH:43]1>>[NH:42]1[C:50]2[C:45](=[CH:46][CH:47]=[CH:48][CH:49]=2)[C:44]([C:51](=[O:53])[CH2:52][C:32]2([OH:40])[C:33]3[C:38](=[CH:37][CH:36]=[C:35]([CH3:39])[CH:34]=3)[N:30]([CH2:25][CH2:26][CH:27]([CH3:29])[CH3:28])[C:31]2=[O:41])=[CH:43]1. Reported procedure: This compound was made in a similar manner to 1-butyl-3-hydroxy-3-(2-oxo-2-(pyridin-2-yl)ethyl)indolin-2-one using 1-isopentyl-5-methylindoline-2,3-dione and commercially available 1-(1H-indol-3-yl)ethanone (purchased from Fisher Scientific). 1H-NMR δ 9.21 (bs, NH), 8.34 (m, 1H), 7.67 (d, 1H), 7.38 (m, 1H), 7.30-7.23 (m, 3H), 7.08 (d, 1H), 6.73 (d, 1H) 5.74 (bs, 1H), 3.68 (t, 2H), 3.49 (d, 1H), 3.21 (d, 1H), 2.27 (s, 3H), 1.67-1.49 (m, 3H), 0.95 (dd, 6H).